From a dataset of the Open Reaction Database (ORD), a public repository of structured organic reaction records. describe an organic reaction: reactants, conditions, products, and yield Reactants: ClC=1C(=CC(=C(C1)N)[N+](=O)[O-])C(F)(F)F (5-chloro-2-nitro-4-trifluoromethyl-phenylamine), C(C)O (ethanol), [K] (potassium), Cl (HCl), [K] (potassium). Run in O (water). Yields the product C(C)ONC1=C(C=C(C=C1)C(F)(F)F)[N+](=O)[O-] (Ethoxy-2-nitro-4-trifluoromethyl-phenylamine). Isolated yield 96.0%. As a reaction SMILES: [CH2:1]([OH:3])[CH3:2].[K].Cl[C:6]1[C:7]([C:16]([F:19])([F:18])[F:17])=[CH:8][C:9]([N+:13]([O-:15])=[O:14])=[C:10]([NH2:12])[CH:11]=1.Cl>O>[CH2:1]([O:3][NH:12][C:10]1[CH:11]=[CH:6][C:7]([C:16]([F:19])([F:18])[F:17])=[CH:8][C:9]=1[N+:13]([O-:15])=[O:14])[CH3:2] |^1:3|. Reported procedure: To ethanol (500 mL) was added potassium metal (ca. 21 g, ca. 537 mmol, ca. 2.24 equiv) and the vigorous reaction had to be cooled with an ice bath. Stirring was continued until all potassium metal was dissolved. Solid commercially available 5-chloro-2-nitro-4-trifluoromethyl-phenylamine (57.74 g, 240 mmol, 1.0 equiv, [CAS RN 35375-74-7]) was added in one portion and the resulting dark red mixture was stirred at 55-60° C. for 4 d. The warm reaction mixture was slowly poured into water (ca. 2000 m... The reactants are C(CCC)[Li] (n-Butyllithium), NN1CCCCC1 (N-aminopiperidine), CC=1N=C(N=NC1C1=CC=CC=C1)S(=O)(=O)C (5-methyl-3-methylsulfonyl-6-phenyl-1,2,4-triazine). Solvent: O1CCCC1 (tetrahydrofurane), O1CCCC1 (tetrahydrofuran). Conditions: time 2 hour. Yields the product CC=1N=C(N=NC1C1=CC=CC=C1)NN1CCCCC1 (5-methyl-6-phenyl-3-piperidinoamino-1,2,4-triazine). Yield: 41.6%. Reaction SMILES: C([Li])CCC.[NH2:6][N:7]1[CH2:12][CH2:11][CH2:10][CH2:9][CH2:8]1.[CH3:13][C:14]1[N:15]=[C:16](S(C)(=O)=O)[N:17]=[N:18][C:19]=1[C:20]1[CH:25]=[CH:24][CH:23]=[CH:22][CH:21]=1>O1CCCC1>[CH3:13][C:14]1[N:15]=[C:16]([NH:6][N:7]2[CH2:12][CH2:11][CH2:10][CH2:9][CH2:8]2)[N:17]=[N:18][C:19]=1[C:20]1[CH:21]=[CH:22][CH:23]=[CH:24][CH:25]=1. Procedure: n-Butyllithium (25 g/250 ml solution in hexane) (28.5 ml) was added dropwise to a stirred solution of N-aminopiperidine (4.12 g) in tetrahydrofurane (40 ml) at -78° C. and the stirring was continued for 2 hours at room temperature. A solution of 5-methyl-3-methylsulfonyl-6-phenyl-1,2,4-triazine (5 g) in tetrahydrofuran (100 ml) was added dropwise to the above obtained solution at -78° C. in 70 minutes with stirring and the stirring was continued for 30 minutes at the same temperature. The reacti... Starting materials: CC[SiH](CC)CC, CCOC(=O)c1c2c3c(cccc3n1C)C(=O)CCC2, O=C(O)C(F)(F)F. Product: CCOC(=O)c1c2c3c(cccc3n1C)CCCC2. RXN SMILES: [CH2:28]([SiH:29]([CH2:30][CH3:31])[CH2:32][CH3:33])[CH3:34].[CH3:1][n:2]1[c:3]([C:16](=[O:17])[O:18][CH2:19][CH3:20])[c:4]2[c:5]3[c:6]([cH:7][cH:8][cH:9][c:10]13)[C:11](=[O:15])[CH2:12][CH2:13][CH2:14]2.[OH:21][C:22]([C:23]([F:24])([F:25])[F:26])=[O:27]>>[CH3:1][n:2]1[c:3]([C:16](=[O:17])[O:18][CH2:19][CH3:20])[c:4]2[c:5]3[c:6]([cH:7][cH:8][cH:9][c:10]13)[CH2:11][CH2:12][CH2:13][CH2:14]2. Starting materials: NC1=C(C=NN1C1=CC=C(C=C1)F)C(=O)NCC(C(F)(F)F)(CO)O (5-amino-1-(4-fluorophenyl)-N-[3,3,3-trifluoro-2-hydroxy-2-(hydroxymethyl)propyl]-1H-pyrazole-4-carboxamide), C1(=CC=C(C=C1)S(=O)(=O)Cl)C (p-toluenesulphonyl chloride). Run in ClCCl (dichloromethane), N1=CC=CC=C1 (pyridine). Run at time 6 hour. The product is CC1=CC=C(C=C1)S(=O)(=O)OCC(C(F)(F)F)(O)CNC(=O)C=1C=NN(C1N)C1=CC=C(C=C1)F (2[({[5-Amino-1-(4-fluorophenyl)-1H-pyrazol-4-yl]carbonyl}amino)methyl]-3,3,3-trifluoro-2-hydroxypropyl 4-methylbenzenesulfonate). Yield: 97.9%. As a reaction SMILES: [NH2:1][C:2]1[N:6]([C:7]2[CH:12]=[CH:11][C:10]([F:13])=[CH:9][CH:8]=2)[N:5]=[CH:4][C:3]=1[C:14]([NH:16][CH2:17][C:18]([OH:25])([CH2:23][OH:24])[C:19]([F:22])([F:21])[F:20])=[O:15].[C:26]1([CH3:36])[CH:31]=[CH:30][C:29]([S:32](Cl)(=[O:34])=[O:33])=[CH:28][CH:27]=1>ClCCl.N1C=CC=CC=1>[CH3:36][C:26]1[CH:31]=[CH:30][C:29]([S:32]([O:24][CH2:23][C:18]([CH2:17][NH:16][C:14]([C:3]2[CH:4]=[N:5][N:6]([C:7]3[CH:8]=[CH:9][C:10]([F:13])=[CH:11][CH:12]=3)[C:2]=2[NH2:1])=[O:15])([OH:25])[C:19]([F:22])([F:21])[F:20])(=[O:34])=[O:33])=[CH:28][CH:27]=1. Procedure details: To a stirred solution of 5-amino-1-(4-fluorophenyl)-N-[3,3,3-trifluoro-2-hydroxy-2-(hydroxymethyl)propyl]-1H-pyrazole-4-carboxamide (2.47 g, 6.82 mmol) in anhydrous dichloromethane (20 ml) and anhydrous pyridine (20 ml) cooled in an ice bath under a nitrogen atmosphere was added p-toluenesulphonyl chloride (1.7 g, 8.9 mmol). The mixture was stirred for 6 hours at ice bath temperature before being allowed to warm to room temperature and stirred overnight. The solution was evaporated under vacuum ... As a reaction SMILES: [BH4-:1].[CH3:18][CH2:19][OH:20].[CH3:3][CH:4]([C:5]([CH3:6])=[O:7])[CH:8]=[CH:9][CH:10]1[C:11]([CH3:16])([CH3:17])[CH:12]([CH3:15])[CH2:13][CH2:14]1.[Na+:2]>>[CH3:3][CH:4]([CH:5]([CH3:6])[OH:7])[CH:8]=[CH:9][CH:10]1[C:11]([CH3:16])([CH3:17])[CH:12]([CH3:15])[CH2:13][CH2:14]1. Yields the product CC(O)C(C)C=CC1CCC(C)C1(C)C. Reactants: [BH4-], CCO, CC(=O)C(C)C=CC1CCC(C)C1(C)C, [Na+]. Reaction SMILES: [CH3:23][O:24][c:25]1[cH:26][c:27]([S:28]([Cl:29])(=[O:30])=[O:31])[cH:32][cH:33][c:34]1[C:35]([OH:36])=[O:37].[CH3:2][O:3][c:4]1[c:5](-[c:14]2[nH:15][c:16]3[c:17]([n:18][cH:19][cH:20][cH:21]3)[n:22]2)[cH:6][cH:7][c:8]([S:10](=[O:11])(=[O:12])[Cl:13])[cH:9]1.[CH3:38][NH:39][CH3:40].[ClH:1].[OH2:41]>>[CH3:2][O:3][c:4]1[c:5](-[c:14]2[nH:15][c:16]3[c:17]([n:18][cH:19][cH:20][cH:21]3)[n:22]2)[cH:6][cH:7][c:8]([S:10](=[O:11])(=[O:12])[N:39]([CH3:38])[CH3:40])[cH:9]1.[ClH:13]. The product is COc1cc(S(=O)(=O)N(C)C)ccc1-c1nc2ncccc2[nH]1, Cl. Starting materials: COc1cc(S(=O)(=O)Cl)ccc1C(=O)O, COc1cc(S(=O)(=O)Cl)ccc1-c1nc2ncccc2[nH]1, CNC, Cl, O.